Dataset: the Open Reaction Database (ORD), a public repository of structured organic reaction records. Task: describe an organic reaction: reactants, conditions, products, and yield Reactants: N[C@](CCO)(C)C1=C(C=C(C(=C1)Br)F)F ((S)-3-amino-3-(5-bromo-2,4-difluoro-phenyl)-butan-1-ol), C[Si](C)(C)N(C(C(F)(F)F)=O)[Si](C)(C)C (bis(trimethylsilyl)trifluoroacetamide), C(C1=CC=CC=C1)(=O)N=C=S (benzoyl isothiocyanate). The solvent is C1CCOC1 (THF). Run at time 2 hour. Yields the product C(C1=CC=CC=C1)(=O)NC(=S)N[C@](CCO)(C)C1=C(C=C(C(=C1)Br)F)F ((S)-1-Benzoyl-3-[1-(5-bromo-2,4-difluoro-phenyl)-3-hydroxy-1-methyl-propyl]-thiourea). Yield: 95.0%. As a reaction SMILES: [NH2:1][C@@:2]([C:7]1[CH:12]=[C:11]([Br:13])[C:10]([F:14])=[CH:9][C:8]=1[F:15])([CH3:6])[CH2:3][CH2:4][OH:5].C[Si](N([Si](C)(C)C)C(=O)C(F)(F)F)(C)C.[C:31]([N:39]=[C:40]=[S:41])(=[O:38])[C:32]1[CH:37]=[CH:36][CH:35]=[CH:34][CH:33]=1>C1COCC1>[C:31]([NH:39][C:40]([NH:1][C@@:2]([C:7]1[CH:12]=[C:11]([Br:13])[C:10]([F:14])=[CH:9][C:8]=1[F:15])([CH3:6])[CH2:3][CH2:4][OH:5])=[S:41])(=[O:38])[C:32]1[CH:37]=[CH:36][CH:35]=[CH:34][CH:33]=1. Procedure: To a solution of (S)-3-amino-3-(5-bromo-2,4-difluoro-phenyl)-butan-1-ol (9.5 g, 34 mmoles, 1 equiv) in THF (50 mL) is added bis(trimethylsilyl)trifluoroacetamide (8.7 g, 34 mmol, 1 equiv). After 2 h, benzoyl isothiocyanate (5.5 g, 34 mmoles, 1 equiv) is added dropwise. The reaction is stirred 18 h, quenched with water, and extracted with ethyl acetate. The combined organic phases are extracted with 1 N HCl and saturated aqueous NaCl. The organic phase is dried over sodium sulfate, filtered, and ... Reactants: NCCC1N(CCC1)C (2-(2-aminoethyl)-1-methylpyrrolidine), [OH-].[Na+] (NaOH), Cl (hydrochloric acid), COC(CCCCCCC\C=C/CCCCCCCC)=O (oleic acid methyl ester). Solvent: C1(=CC=CC=C1)C (toluene). Reaction conditions: time 20 minute. Product: CN1C(CCC1)CCNC(CCCCCCC\C=C/CCCCCCCC)=O (9Z-N-[2-(1-methylpyrrolidin-2-yl)ethyl]oleamide). Isolated yield 62.3%. As a reaction SMILES: [NH2:1][CH2:2][CH2:3][CH:4]1[CH2:8][CH2:7][CH2:6][N:5]1[CH3:9].C[O:11][C:12](=O)[CH2:13][CH2:14][CH2:15][CH2:16][CH2:17][CH2:18][CH2:19]/[CH:20]=[CH:21]\[CH2:22][CH2:23][CH2:24][CH2:25][CH2:26][CH2:27][CH2:28][CH3:29].Cl.[OH-].[Na+]>C1(C)C=CC=CC=1>[CH3:9][N:5]1[CH2:6][CH2:7][CH2:8][CH:4]1[CH2:3][CH2:2][NH:1][C:12](=[O:11])[CH2:13][CH2:14][CH2:15][CH2:16][CH2:17][CH2:18][CH2:19]/[CH:20]=[CH:21]\[CH2:22][CH2:23][CH2:24][CH2:25][CH2:26][CH2:27][CH2:28][CH3:29] |f:3.4|. Procedure details: Toluene (18 ml), dried using MS 4A, was mixed with 12.3 ml of a n-hexane solution of 15% Me3Al. With the mixture being cooled in an ice-methanol bath, 2.42 ml (16.7 mmols) of 2-(2-aminoethyl)-1-methylpyrrolidine was added dropwise over about 5 minutes. The 2-(2-aminoethyl)-1-methylpyrrolidine was finally washed using 2 ml of toluene. After stirring for 20 minutes, the temperature was raised to room temperature, and 7 ml of a toluene solution of 5.0 g (16.9 mmols) of oleic acid methyl ester was a... The reactants are CC(C)(C)OC(=O)N1CCc2c(-c3ccc(C(F)(F)F)cc3)nn(Cc3ccccc3)c2CC1, CC(C)(C)OC(=O)N1CCc2[nH]nc(OCc3ccccc3)c2CC1, C1CCOC1, OB(O)c1ccc(C(F)(F)F)cc1, [K+], [K+], [K+], O=P([O-])([O-])[O-]. Product: FC(F)(F)c1ccc(-c2nn(Cc3ccccc3)c3c2CCNCC3)cc1. Reaction SMILES: [C:1]([O:2][C:3](=[O:4])[N:8]1[CH2:9][CH2:10][c:11]2[c:12](-[c:25]3[cH:26][cH:27][c:28]([C:31]([F:32])([F:33])[F:34])[cH:29][cH:30]3)[n:13][n:14]([CH2:18][c:19]3[cH:20][cH:21][cH:22][cH:23][cH:24]3)[c:15]2[CH2:16][CH2:17]1)([CH3:5])([CH3:6])[CH3:7].[C:35]([O:36][C:37]([N:38]1[CH2:39][CH2:40][c:41]2[nH:42][n:43][c:44]([O:45][CH2:46][c:47]3[cH:48][cH:49][cH:50][cH:51][cH:52]3)[c:53]2[CH2:54][CH2:55]1)=[O:56])([CH3:57])([CH3:58])[CH3:59].[CH2:81]1[O:82][CH2:83][CH2:84][CH2:85]1.[F:68][C:69]([F:70])([F:71])[c:72]1[cH:73][cH:74][c:75]([B:76]([OH:77])[OH:78])[cH:79][cH:80]1.[K+:65].[K+:66].[K+:67].[P:60]([O-:61])([O-:62])([O-:63])=[O:64]>>[NH:8]1[CH2:9][CH2:10][c:11]2[c:12](-[c:25]3[cH:26][cH:27][c:28]([C:31]([F:32])([F:33])[F:34])[cH:29][cH:30]3)[n:13][n:14]([CH2:18][c:19]3[cH:20][cH:21][cH:22][cH:23][cH:24]3)[c:15]2[CH2:16][CH2:17]1. Reactants: C(#N)C=1C(NC(N(C1)C1=C(C=CC=C1)C)=O)=O (5-cyano-1-(2-methylphenyl)uracil), FC(C(SCl)(Cl)Cl)(Cl)Cl (2-fluoro-1, 1,2,2-tetrachloroethanesulphenyl chloride), [Na] (sodium), C(#N)C=1C(NC(N(C1)C1=C(C=CC=C1C)C)=O)=O (5-cyano-1-(2,6-dimethylphenyl)uracil). Yields the product C(#N)C=1C(N(C(N(C1)C1=C(C=CC=C1C)C)=O)SC(C(Cl)(Cl)F)(Cl)Cl)=O (5-cyano-1-(2,6-dimethylphenyl)-3-(2-fluoro-1,1,2,2-tetrachloroethanesulphenyl)uracil), C(#N)C=1C(N(C(N(C1)C1=C(C=CC=C1)C)=O)SC(C(Cl)(Cl)F)(Cl)Cl)=O (5-cyano-1-(2-methylphenyl)-3-(2-fluoro-1,1,2,2-tetrachloroethanesulphenyl)uracil). As a reaction SMILES: [Na].[C:2]([C:4]1[C:5](=[O:19])[NH:6][C:7](=[O:18])[N:8]([C:10]2[C:15]([CH3:16])=[CH:14][CH:13]=[CH:12][C:11]=2[CH3:17])[CH:9]=1)#[N:3].[C:20]([C:22]1[C:23](=[O:36])[NH:24][C:25](=[O:35])[N:26]([C:28]2[CH:33]=[CH:32][CH:31]=[CH:30][C:29]=2[CH3:34])[CH:27]=1)#[N:21].[F:37][C:38]([Cl:45])([Cl:44])[C:39]([Cl:43])([Cl:42])[S:40]Cl>>[C:2]([C:4]1[C:5](=[O:19])[N:6]([S:40][C:39]([Cl:43])([Cl:42])[C:38]([F:37])([Cl:45])[Cl:44])[C:7](=[O:18])[N:8]([C:10]2[C:15]([CH3:16])=[CH:14][CH:13]=[CH:12][C:11]=2[CH3:17])[CH:9]=1)#[N:3].[C:20]([C:22]1[C:23](=[O:36])[N:24]([S:40][C:39]([Cl:43])([Cl:42])[C:38]([F:37])([Cl:45])[Cl:44])[C:25](=[O:35])[N:26]([C:28]2[CH:33]=[CH:32][CH:31]=[CH:30][C:29]=2[CH3:34])[CH:27]=1)#[N:21] |^1:0|. Procedure details: Following the procedure of Example 5, the sodium salt of 5-cyano-1-(2,6-dimethylphenyl)uracil and 5-cyano-1-(2-methylphenyl)uracil is each reacted with 2-fluoro-1, 1,2,2-tetrachloroethanesulphenyl chloride to yield 5-cyano-1-(2,6-dimethylphenyl)-3-(2-fluoro-1,1,2,2-tetrachloroethanesulphenyl)uracil and 5-cyano-1-(2-methylphenyl)-3-(2-fluoro-1,1,2,2-tetrachloroethanesulphenyl)uracil. The reactants are ClC1=CC=CC2=C1C(N(CC=1N2C=NC1C=1OC(=NN1)CCl)C)=O (7-chloro-3-(5-chloromethyl-1,3,4-oxadiazol-2-yl)-5-methyl-5,6-dihydro-4H-imidazo[1,5-a][1,4]benzodiazepin-6-one), C(CC)NCCC (dipropylamine). The solvent is CN(C=O)C (N,N-dimethylformamide). Product: ClC1=CC=CC2=C1C(N(CC=1N2C=NC1C=1OC(=NN1)CN(CCC)CCC)C)=O (7-chloro-3-(5-dipropylaminomethyl-1,3,4-oxadiazol-2-yl)-5-methyl-5,6-dihydro-4H-imidazo[1,5-a][1,4]benzodiazepin-6-one). Yield: 90.9%. RXN SMILES: [Cl:1][C:2]1[C:7]2[C:8](=[O:24])[N:9]([CH3:23])[CH2:10][C:11]3[N:12]([CH:13]=[N:14][C:15]=3[C:16]3[O:17][C:18]([CH2:21]Cl)=[N:19][N:20]=3)[C:6]=2[CH:5]=[CH:4][CH:3]=1.[CH2:25]([NH:28][CH2:29][CH2:30][CH3:31])[CH2:26][CH3:27]>CN(C)C=O>[Cl:1][C:2]1[C:7]2[C:8](=[O:24])[N:9]([CH3:23])[CH2:10][C:11]3[N:12]([CH:13]=[N:14][C:15]=3[C:16]3[O:17][C:18]([CH2:21][N:28]([CH2:29][CH2:30][CH3:31])[CH2:25][CH2:26][CH3:27])=[N:19][N:20]=3)[C:6]=2[CH:5]=[CH:4][CH:3]=1. Procedure details: 1.09 g (3 mmol) of 7-chloro-3-(5-chloromethyl-1,3,4-oxadiazol-2-yl)-5-methyl-5,6-dihydro-4H-imidazo[1,5-a][1,4]benzodiazepin-6-one were stirred at room temperature overnight with 1 g (10 mmol) of dipropylamine and 15 ml of N,N-dimethylformamide. After evaporation of the reaction mixture and chromatography of the residue on silica gel while eluting with ethyl acetate there were obtained 1.17 g (91%) of 7-chloro-3-(5-dipropylaminomethyl-1,3,4-oxadiazol-2-yl)-5-methyl-5,6-dihydro-4H-imidazo[1,5-a][...